From a dataset of the Open Reaction Database (ORD), a public repository of structured organic reaction records. describe an organic reaction: reactants, conditions, products, and yield Reactants: [Al+3], [Cl-], [Cl-], [Cl-], Cc1ccc(N(C(=O)CCl)c2c(F)cccc2Cl)cc1, Clc1ccccc1Cl, Cl, O. Yields the product Cc1ccc2c(c1)CC(=O)N2c1c(F)cccc1Cl. Reaction SMILES: [Al+3:22].[Cl-:21].[Cl-:23].[Cl-:24].[Cl:1][c:2]1[c:3]([N:9]([c:10]2[cH:11][cH:12][c:13]([CH3:16])[cH:14][cH:15]2)[C:17]([CH2:18][Cl:19])=[O:20])[c:4]([F:8])[cH:5][cH:6][cH:7]1.[Cl:27][c:28]1[c:29]([Cl:30])[cH:31][cH:32][cH:33][cH:34]1.[ClH:25].[OH2:26]>>[Cl:1][c:2]1[c:3]([N:9]2[c:10]3[cH:11][cH:12][c:13]([CH3:16])[cH:14][c:15]3[CH2:18][C:17]2=[O:20])[c:4]([F:8])[cH:5][cH:6][cH:7]1.